Dataset: the Open Reaction Database (ORD), a public repository of structured organic reaction records. Task: describe an organic reaction: reactants, conditions, products, and yield Starting materials: BrC=1C=C(C=CC1)C1=NN2C(C=CC=C2N2CCCC2)=C1C(\C=C\N(C)C)=O ((2E)-1-[2-(3-bromophenyl)-7-(1-pyrrolidinyl)pyrazolo[1,5-a]pyridin-3-yl]-3-(dimethylamino)-2-propen-1-one), S(=O)(=O)(O)O.NC(=N)N (guanidine sulfate). The product is BrC=1C=C(C=CC1)C1=NN2C(C=CC=C2N2CCCC2)=C1C1=NC(=NC=C1)N (4-[2-(3-bromophenyl)-7-(1-pyrrolidinyl)pyrazolo[1,5-a]pyridin-3-yl]-2-pyrimidinamine). Isolated yield 61.0%. As a reaction SMILES: [Br:1][C:2]1[CH:3]=[C:4]([C:8]2[C:21]([C:22](=O)/[CH:23]=[CH:24]/N(C)C)=[C:11]3[CH:12]=[CH:13][CH:14]=[C:15]([N:16]4[CH2:20][CH2:19][CH2:18][CH2:17]4)[N:10]3[N:9]=2)[CH:5]=[CH:6][CH:7]=1.S(O)(O)(=O)=O.[NH2:34][C:35]([NH2:37])=[NH:36]>>[Br:1][C:2]1[CH:3]=[C:4]([C:8]2[C:21]([C:22]3[CH:23]=[CH:24][N:34]=[C:35]([NH2:37])[N:36]=3)=[C:11]3[CH:12]=[CH:13][CH:14]=[C:15]([N:16]4[CH2:20][CH2:19][CH2:18][CH2:17]4)[N:10]3[N:9]=2)[CH:5]=[CH:6][CH:7]=1 |f:1.2|. Procedure details: In a similar manner as described in Example 1 from (2E)-1-[2-(3-bromophenyl)-7-(1-pyrrolidinyl)pyrazolo[1,5-a]pyridin-3-yl]-3-(dimethylamino)-2-propen-1-one (500 mg, 1.1 mmol) and guanidine sulfate, 4-[2-(3-bromophenyl)-7-(1-pyrrolidinyl)pyrazolo[1,5-a]pyridin-3-yl]-2-pyrimidinamine (300 mg, 61%) was obtained as a yellow solid. 1H NMR (d6-DMSO): δ 8.03 (d, 1H), 7.87 (d, 1H), 7.81 (s, 1H), 7.70–7.62 (m, 2H), 7.46 (t, 1H), 7.35 (t, 1H), 6.58 (broad s, 2H), 6.26 (d, 1H), 6.22 (d, 1H), 3.75 (m, 4H),...